Dataset: the Open Reaction Database (ORD), a public repository of structured organic reaction records. Task: describe an organic reaction: reactants, conditions, products, and yield Reactants: ice water, ClC1=C(C=C(C(=C1)F)N1C(N(C(=CC1=O)C(F)(F)F)C)=O)O (2-chloro-4-fluoro-5-[3-methyl-2,6-dioxo-4-(trifluoromethyl)-1,2,3,6-tetrahydropyrimidin-1-yl]phenol), ClC1=NC=CC(=N1)OC(C)C(=O)OC (2-chloro-4-[1-(methoxycarbonyl)ethoxy]pyrimidine), C([O-])([O-])=O.[K+].[K+] (potassium carbonate). Solvent: CN(C=O)C (N,N-dimethylformamide). Run at temperature 80 celsius, time 2 hour. Product: ClC1=C(OC2=NC=CC(=N2)OC(C(=O)OC)C)C=C(C(=C1)F)N1C(N(C(=CC1=O)C(F)(F)F)C)=O (methyl 2-([2-{2-chloro-4-fluoro-5-[3-methyl-2,6-dioxo-4-(trifluoromethyl)-1,2,3,6-tetrahydropyrimidin-1-yl]phenoxy}pyrimidin-4-yl]oxy)propionate). Isolated yield 49.3%. Reaction SMILES: [Cl:1][C:2]1[CH:7]=[C:6]([F:8])[C:5]([N:9]2[C:14](=[O:15])[CH:13]=[C:12]([C:16]([F:19])([F:18])[F:17])[N:11]([CH3:20])[C:10]2=[O:21])=[CH:4][C:3]=1[OH:22].Cl[C:24]1[N:29]=[C:28]([O:30][CH:31]([C:33]([O:35][CH3:36])=[O:34])[CH3:32])[CH:27]=[CH:26][N:25]=1.C(=O)([O-])[O-].[K+].[K+]>CN(C)C=O>[Cl:1][C:2]1[CH:7]=[C:6]([F:8])[C:5]([N:9]2[C:14](=[O:15])[CH:13]=[C:12]([C:16]([F:18])([F:19])[F:17])[N:11]([CH3:20])[C:10]2=[O:21])=[CH:4][C:3]=1[O:22][C:24]1[N:29]=[C:28]([O:30][CH:31]([CH3:32])[C:33]([O:35][CH3:36])=[O:34])[CH:27]=[CH:26][N:25]=1 |f:2.3.4|. Procedure details: 339 mg of 2-chloro-4-fluoro-5-[3-methyl-2,6-dioxo-4-(trifluoromethyl)-1,2,3,6-tetrahydropyrimidin-1-yl]phenol and 217 mg of 2-chloro-4-[1-(methoxycarbonyl)ethoxy]pyrimidine were dissolved in 2 ml of N,N-dimethylformamide, to this solution was added 150 mg of potassium carbonate, and the mixture was stirred for 2 hours at 80° C. The reaction solution was cooled to room temperature, then, this reaction solution was poured into ice water, and extracted with ethyl acetate. The organic layer was wash... The reactants are FC1=C(COCCCCBr)C=C(C=C1)Br (4-(2-fluoro-5-bromobenzyloxy)butyl bromide), [I-].[Na+] (sodium iodide), O1CCCC1 (tetrahydrofuran), C(C)N (ethylamine). Run in CC(=O)C (acetone), C(Cl)Cl (methylene chloride). Conditions: time 1.5 hour. The product is C(C)NCCCCOCC1=C(C=CC(=C1)Br)F (N-ethyl-4-(2-fluoro-5-bromobenzyloxy)butylamine). Reaction SMILES: [F:1][C:2]1[CH:14]=[CH:13][C:12]([Br:15])=[CH:11][C:3]=1[CH2:4][O:5][CH2:6][CH2:7][CH2:8][CH2:9]Br.[I-].[Na+].O1CCCC1.[CH2:23]([NH2:25])[CH3:24]>CC(C)=O.C(Cl)Cl>[CH2:23]([NH:25][CH2:9][CH2:8][CH2:7][CH2:6][O:5][CH2:4][C:3]1[CH:11]=[C:12]([Br:15])[CH:13]=[CH:14][C:2]=1[F:1])[CH3:24] |f:1.2|. Reported procedure: A solution of 4-(2-fluoro-5-bromobenzyloxy)butyl bromide (500 mg, 1.47 mmol) in acetone (7.3 ml) was treated with sodium iodide (242 mg, 1.6 mmol). The resulting mixture was stirred at ambient temperature. After 1.5 hours, the sodium bromide was removed by filtration, and the filtrate concentrated. The residue was treated with a tetrahydrofuran solution of ethylamine (11 ml, 22.0 mmol). The resulting mixture was stirred for about 17 hours at ambient temperature. The progress of the reaction was ... Starting materials: CNC1=C(C=NC2=CC=CC=C12)[N+](=O)[O-] (4-methylamino-3-nitroquinoline). The reagents and catalysts are [Pd] (palladium on carbon). Solvent: C(C)O (ethanol). The product is NC=1C=NC2=CC=CC=C2C1NC (3-amino-4-methylaminoquinoline). Yield: 41.4%. Reaction SMILES: [CH3:1][NH:2][C:3]1[C:12]2[C:7](=[CH:8][CH:9]=[CH:10][CH:11]=2)[N:6]=[CH:5][C:4]=1[N+:13]([O-])=O>C(O)C.[Pd]>[NH2:13][C:4]1[CH:5]=[N:6][C:7]2[C:12]([C:3]=1[NH:2][CH3:1])=[CH:11][CH:10]=[CH:9][CH:8]=2. Procedure details: A suspension of 1.7 g of 4-methylamino-3-nitroquinoline in 75 ml of ethanol is hydrogenated in the presence of 300 mg of 10% palladium on carbon at atmospheric pressure. After hydrogen absorption is complete, the catalyst is removed by filtration and the filtrate is concentrated in vacuo. The residue is purified by column chromatography on silica gel. Elution with chloroform-methanol (2:1 v/v) affords 600 mg (41%) of 3-amino-4-methylaminoquinoline A15 as an oil. Reactants: BrC=1C(=C(SC1)C#N)C (4-bromo-3-methylthiophene-2-carbonitrile), C(=C)[B-](F)(F)F.[K+] (potassium vinyltrifluoroborate), Pd (dppf)2Cl2. Run in CCO (EtOH), TEA. Product: C(=C)C=1C(=C(SC1)C#N)C (4-ethenyl-3-methylthiophene-2-carbonitrile). RXN SMILES: Br[C:2]1[C:3]([CH3:9])=[C:4]([C:7]#[N:8])[S:5][CH:6]=1.[CH:10]([B-](F)(F)F)=[CH2:11].[K+]>CCO>[CH:10]([C:2]1[C:3]([CH3:9])=[C:4]([C:7]#[N:8])[S:5][CH:6]=1)=[CH2:11] |f:1.2|. Reported procedure: A mixture of 4-bromo-3-methylthiophene-2-carbonitrile (3.00 g, 14.8 mmol), potassium vinyltrifluoroborate (2.40 g, 17.8 mmol) and Pd (dppf)2Cl2 (0.5 g) in 30 mL of EtOH and 30 mL of TEA was refluxed under Ar for 4 hours. The reaction mixture was concentrated, and the residue was purified by column chromatography (petrol ether:EtOAc=50:1) to afford 4-ethenyl-3-methylthiophene-2-carbonitrile.